The task is: describe an organic reaction: reactants, conditions, products, and yield. This data is from the Open Reaction Database (ORD), a public repository of structured organic reaction records. Starting materials: BrC1=C(C=C(C(=O)OC)C=C1)O (Methyl 4-bromo-3-hydroxybenzoate), BrCC(=O)N1CCOCC1 (4-(bromoacetyl)morpholine), [H-].[Na+] (Sodium hydride). The solvent is CN(C)C=O (DMF). Run at temperature 80 celsius. Yields the product BrC1=C(C=C(C(=O)OC)C=C1)OCC(=O)N1CCOCC1 (methyl 4bromo-3{[2-(4-morpholinyl)-2-oxoethyl]oxy}benzoate). Isolated yield 14.5%. Reaction SMILES: [Br:1][C:2]1[CH:11]=[CH:10][C:5]([C:6]([O:8][CH3:9])=[O:7])=[CH:4][C:3]=1[OH:12].Br[CH2:14][C:15]([N:17]1[CH2:22][CH2:21][O:20][CH2:19][CH2:18]1)=[O:16].[H-].[Na+]>CN(C=O)C>[Br:1][C:2]1[CH:11]=[CH:10][C:5]([C:6]([O:8][CH3:9])=[O:7])=[CH:4][C:3]=1[O:12][CH2:14][C:15]([N:17]1[CH2:22][CH2:21][O:20][CH2:19][CH2:18]1)=[O:16] |f:2.3|. Procedure: Methyl 4-bromo-3-hydroxybenzoate (71 mg) and 4-(bromoacetyl)morpholine (71 mg) were combined in DMF (5 ml). Sodium hydride (14 mg, 60% dispersion in mineral oil) was added and the reaction heated at 80° C. under nitrogen for 16 hours. The reaction was quenched with water (2 ml) and solvent the evaporated in vacuo. The residue was partitioned between water (10 ml) and ethyl acetate/chloroform (1:1, 2×10 ml). The organic layers were combined, dried using a hydrophobic filter and evaporated under v... RXN SMILES: [Br:1][c:2]1[cH:3][s:4][c:5]2[cH:6][n:7][c:8]([O:11][CH3:12])[cH:9][c:10]12.[CH2:37]1[O:38][CH2:39][CH2:40][CH2:41]1.[CH3:13][CH2:14][CH2:15][CH2:16][Li:17].[CH3:18][CH2:19][CH2:20][CH2:21][CH2:22][CH3:23].[CH:24]([O:25][B:28]1[O:29][C:30]([CH3:35])([CH3:36])[C:31]([CH3:33])([CH3:34])[O:32]1)([CH3:26])[CH3:27]>>[c:2]1([B:28]2[O:29][C:30]([CH3:35])([CH3:36])[C:31]([CH3:33])([CH3:34])[O:32]2)[cH:3][s:4][c:5]2[cH:6][n:7][c:8]([O:11][CH3:12])[cH:9][c:10]12. The product is COc1cc2c(B3OC(C)(C)C(C)(C)O3)csc2cn1. Reactants: COc1cc2c(Br)csc2cn1, C1CCOC1, [Li]CCCC, CCCCCC, CC(C)OB1OC(C)(C)C(C)(C)O1. The reactants are CC(C)(C)OC(=O)C1N(S(=O)(=O)c2ccc(OCC#CCCCCOC3CCCCO3)cc2)CCSC1(C)C, C1CCC(OC2CCCCO2)OC1. The product is CC(C)(C)OC(=O)C1N(S(=O)(=O)c2ccc(OCC#CCCCCO)cc2)CCSC1(C)C. As a reaction SMILES: [C:14]([CH3:15])([CH3:16])([CH3:17])[O:18][C:19](=[O:20])[CH:21]1[C:22]([CH3:51])([CH3:52])[S:23][CH2:24][CH2:25][N:26]1[S:27](=[O:28])(=[O:29])[c:30]1[cH:31][cH:32][c:33]([O:36][CH2:37][C:38]#[C:39][CH2:40][CH2:41][CH2:42][CH2:43][O:44][CH:45]2[CH2:46][CH2:47][CH2:48][CH2:49][O:50]2)[cH:34][cH:35]1.[O:1]1[CH2:2][CH2:3][CH2:4][CH2:5][CH:6]1[O:7][CH:8]1[CH2:9][CH2:10][CH2:11][CH2:12][O:13]1>>[C:14]([CH3:15])([CH3:16])([CH3:17])[O:18][C:19](=[O:20])[CH:21]1[C:22]([CH3:51])([CH3:52])[S:23][CH2:24][CH2:25][N:26]1[S:27](=[O:28])(=[O:29])[c:30]1[cH:31][cH:32][c:33]([O:36][CH2:37][C:38]#[C:39][CH2:40][CH2:41][CH2:42][CH2:43][OH:44])[cH:34][cH:35]1. Starting materials: ice, C1(=CC=CC=C1)[C@@H](C)N ((R)-(+)-1-phenylethylamine), CC(CC1(OC1)C(F)(F)F)(C)C1=CC=CC=2CCOC21 (racemic 7-{1,1-dimethyl-2-[2-(trifluoromethyl)-2-oxiranyl]ethyl}-2,3-dihydro-1-benzofuran). Run in CCO (EtOH). Conditions: temperature 50 celsius. The product is O1CCC2=C1C(=CC=C2)C(CC(C(F)(F)F)(O)CN[C@H](C)C2=CC=CC=C2)(C)C (4-(2,3-Dihydro-1-benzofuran-7-yl)-1,1,1-trifluoro-4-methyl-2-({[(1R)-1-phenylethyl]amino}methyl)-2-pentanol). Yield: 104.5%. Reaction SMILES: [C:1]1([C@H:7]([NH2:9])[CH3:8])[CH:6]=[CH:5][CH:4]=[CH:3][CH:2]=1.[CH3:10][C:11]([C:21]1[C:29]2[O:28][CH2:27][CH2:26][C:25]=2[CH:24]=[CH:23][CH:22]=1)([CH3:20])[CH2:12][C:13]1([C:16]([F:19])([F:18])[F:17])[CH2:15][O:14]1>CCO>[O:28]1[C:29]2[C:21]([C:11]([CH3:20])([CH3:10])[CH2:12][C:13]([CH2:15][NH:9][C@@H:7]([C:1]3[CH:6]=[CH:5][CH:4]=[CH:3][CH:2]=3)[CH3:8])([OH:14])[C:16]([F:18])([F:19])[F:17])=[CH:22][CH:23]=[CH:24][C:25]=2[CH2:26][CH2:27]1. Procedure: To an ice-cooled solution of (R)-(+)-1-phenylethylamine (4.43 mL, 34.9 mmol) in anhydrous EtOH (3 mL) was added, dropwise, racemic 7-{1,1-dimethyl-2-[2-(trifluoromethyl)-2-oxiranyl]ethyl}-2,3-dihydro-1-benzofuran (1 g, 3.49 mmol), which may be prepared according to WO04/063163. The reaction mixture was then heated at 50° C. overnight, cooled to room temperature and evaporated in vacuo. The residue was applied to a 50 g silica SPE cartridge and eluted with 0.5% NH3 in toluene. The appropriate fra... Reactants: OC1=C(C(=O)C2=CC=CC=C2)C=CC(=C1)OC (2-hydroxy-4-methoxy-benzophenone), CNC (dimethylamine), C=O (formalin). Solvent: CO (methanol). Yields the product CN(C)CC=1C(=CC(=C(C(=O)C2=CC=CC=C2)C1)O)OC (5-dimethylaminomethyl-2-hydroxy-4-methoxybenzophenone). Isolated yield 99.9%. As a reaction SMILES: [OH:1][C:2]1[CH:15]=[C:14]([O:16][CH3:17])[CH:13]=[CH:12][C:3]=1[C:4]([C:6]1[CH:11]=[CH:10][CH:9]=[CH:8][CH:7]=1)=[O:5].[CH3:18][NH:19][CH3:20].[CH2:21]=O>CO>[CH3:18][N:19]([CH2:21][C:13]1[C:14]([O:16][CH3:17])=[CH:15][C:2]([OH:1])=[C:3]([CH:12]=1)[C:4]([C:6]1[CH:11]=[CH:10][CH:9]=[CH:8][CH:7]=1)=[O:5])[CH3:20]. Reported procedure: 228.3 g (1.0 mole) of 2-hydroxy-4-methoxy-benzophenone, 146.3 (1.3 moles, 40% aqueous solution) of dimethylamine, 105.4 g (1.3 moles, 37% aqueous solution) of formalin and 1200 ml of methanol was put into a flask, dissolved and heated under stirring at reflux temperature (68° to 70° C.) for 6 hours. When solvent was vacuum distilled off, 285 gr of 5-dimethylaminomethyl-2-hydroxy-4-methoxybenzophenone was obtained. The product had m.p. 69° C., infrared absorption at 1620 (Carbonyl), 2760 and 2800...